From a dataset of the Open Reaction Database (ORD), a public repository of structured organic reaction records. describe an organic reaction: reactants, conditions, products, and yield Reactants: O=C([O-])[O-], C1COCCO1, ClCCl, CC1C[NH2+]C1, CO, [Cs+], [Cs+], O=[N+]([O-])c1ccc(Br)cn1, O, O=S(=O)([O-])c1ccccc1. Yields the product CC1CN(c2ccc([N+](=O)[O-])nc2)C1. Reaction SMILES: [C:26](=[O:27])([O-:28])[O-:29].[CH2:32]1[O:33][CH2:34][CH2:35][O:36][CH2:37]1.[CH2:40]([Cl:41])[Cl:42].[CH3:11][CH:12]1[CH2:13][NH2+:14][CH2:15]1.[CH3:38][OH:39].[Cs+:30].[Cs+:31].[N+:16](=[O:17])([O-:18])[c:19]1[n:20][cH:21][c:22]([Br:25])[cH:23][cH:24]1.[OH2:43].[c:1]1([S:2]([O-:3])(=[O:4])=[O:5])[cH:6][cH:7][cH:8][cH:9][cH:10]1>>[CH3:11][CH:12]1[CH2:13][N:14]([c:22]2[cH:21][n:20][c:19]([N+:16](=[O:17])[O-:18])[cH:24][cH:23]2)[CH2:15]1. The reactants are CC(Br)Br, CCOCC, BrC1CC1, CC(=O)c1ccc(C(F)(F)F)cc1F, [Mg]. Yields the product CC(O)(c1ccc(C(F)(F)F)cc1F)C1CC1. Reaction SMILES: [Br:1][CH:2]([Br:3])[CH3:4].[CH3:24][CH2:25][O:26][CH2:27][CH3:28].[CH:5]1([Br:8])[CH2:6][CH2:7]1.[F:10][c:11]1[c:12]([C:21]([CH3:22])=[O:23])[cH:13][cH:14][c:15]([C:17]([F:18])([F:19])[F:20])[cH:16]1.[Mg:9]>>[CH:5]1([C:21]([c:12]2[c:11]([F:10])[cH:16][c:15]([C:17]([F:18])([F:19])[F:20])[cH:14][cH:13]2)([CH3:22])[OH:23])[CH2:6][CH2:7]1. Reactants: Cc1cc(C)cc(C(=O)c2[nH]c(=O)[nH]c(=O)c2C(C)C)c1, FC(F)(F)c1cc(CBr)cc(C(F)(F)F)c1. The product is Cc1cc(C)cc(C(=O)c2c(C(C)C)c(=O)[nH]c(=O)n2Cc2cc(C(F)(F)F)cc(C(F)(F)F)c2)c1. RXN SMILES: [CH:1]([CH3:2])([CH3:3])[c:4]1[c:5](=[O:21])[nH:6][c:7](=[O:20])[nH:8][c:9]1[C:10]([c:11]1[cH:12][c:13]([CH3:18])[cH:14][c:15]([CH3:17])[cH:16]1)=[O:19].[F:22][C:23]([c:24]1[cH:25][c:26]([CH2:27][Br:28])[cH:29][c:30]([C:32]([F:33])([F:34])[F:35])[cH:31]1)([F:36])[F:37]>>[CH:1]([CH3:2])([CH3:3])[c:4]1[c:5](=[O:21])[nH:6][c:7](=[O:20])[n:8]([CH2:27][c:26]2[cH:25][c:24]([C:23]([F:22])([F:36])[F:37])[cH:31][c:30]([C:32]([F:33])([F:34])[F:35])[cH:29]2)[c:9]1[C:10]([c:11]1[cH:12][c:13]([CH3:18])[cH:14][c:15]([CH3:17])[cH:16]1)=[O:19]. The reactants are [BH4-], CCO, O=CNN=C1CCCc2ccccc21, [Na+]. Product: O=CNNC1CCCc2ccccc21. RXN SMILES: [BH4-:15].[CH3:17][CH2:18][OH:19].[CH:1](=[O:2])[NH:3][N:4]=[C:5]1[CH2:6][CH2:7][CH2:8][c:9]2[cH:10][cH:11][cH:12][cH:13][c:14]21.[Na+:16]>>[CH:1](=[O:2])[NH:3][NH:4][CH:5]1[CH2:6][CH2:7][CH2:8][c:9]2[cH:10][cH:11][cH:12][cH:13][c:14]21. Starting materials: C(#N)[C@H]1N(CCC1)C(=O)[C@H]1N([C@H]2C(C[C@@H]1C2)=O)C(=O)OC(C)(C)C (tert-Butyl (1R,3S,4S)-3-{[(2S)-2-cyano-1-pyrrolidinyl]carbonyl}-6-oxo-2-azabicyclo[2.2.1]heptane-2-carboxylate), Cl.NO (hydroxylamine hydrochloride), C(C)(=O)[O-].[Na+] (sodium acetate). Solvent: C(C)O (ethanol), O (water). Reaction conditions: temperature 80 celsius, time 20 minute. Yields the product C(#N)[C@H]1N(CCC1)C(=O)[C@H]1N([C@H]2/C(/C[C@@H]1C2)=N/O)C(=O)OC(C)(C)C (tert-Butyl (1R,3S,4S,6E)-3-{[(2S)-2-cyano-1-pyrrolidinyl]carbonyl}-6-hydroxyimino-2-azabicyclo[2.2.1]heptane-2-carboxylate). RXN SMILES: [C:1]([C@@H:3]1[CH2:7][CH2:6][CH2:5][N:4]1[C:8]([C@@H:10]1[C@H:15]2[CH2:16][C@H:12]([C:13](=O)[CH2:14]2)[N:11]1[C:18]([O:20][C:21]([CH3:24])([CH3:23])[CH3:22])=[O:19])=[O:9])#[N:2].Cl.[NH2:26][OH:27].C([O-])(=O)C.[Na+]>C(O)C.O>[C:1]([C@@H:3]1[CH2:7][CH2:6][CH2:5][N:4]1[C:8]([C@@H:10]1[C@H:15]2[CH2:16][C@H:12](/[C:13](=[N:26]/[OH:27])/[CH2:14]2)[N:11]1[C:18]([O:20][C:21]([CH3:23])([CH3:22])[CH3:24])=[O:19])=[O:9])#[N:2] |f:1.2,3.4|. Procedure details: To a solution of tert-butyl (1R,3S,4S)-3-{[(2S)-2-cyano-1-pyrrolidinyl]carbonyl}-6-oxo-2-azabicyclo[2.2.1]heptane-2-carboxylate obtained in Example 22-1 (296 mg) in ethanol (5 mL) and water (1 mL),were added hydroxylamine hydrochloride (123 mg) and sodium acetate (153 mg). The mixture was stirred at 80° C. for 20 minutes. Reactants: S1C=CC2=C1C1=C(OCC2)C=CC=C1 (4,5-dihydrobenzo[b]thieno[2,3-d]oxepine), carboxylic acid, C1(=CC=CC=C1)CC(=O)O (2-phenylacetic acid). Yields the product S1C(=CC2=C1C1=C(OCC2)C=CC=C1)C(CC1=CC=CC=C1)=O (1-(4,5-dihydrobenzo[b]thieno[2,3-d]oxepin-2-yl)-2-phenylethanone). RXN SMILES: [S:1]1[C:5]2[C:6]3[CH:14]=[CH:13][CH:12]=[CH:11][C:7]=3[O:8][CH2:9][CH2:10][C:4]=2[CH:3]=[CH:2]1.[C:15]1([CH2:21][C:22](O)=[O:23])[CH:20]=[CH:19][CH:18]=[CH:17][CH:16]=1>>[S:1]1[C:5]2[C:6]3[CH:14]=[CH:13][CH:12]=[CH:11][C:7]=3[O:8][CH2:9][CH2:10][C:4]=2[CH:3]=[C:2]1[C:22](=[O:23])[CH2:21][C:15]1[CH:20]=[CH:19][CH:18]=[CH:17][CH:16]=1. Reported procedure: Scheme 7 shows a general method for substitution at the 2-position of 4,5-dihydrobenzo[b]thieno[2,3-d]oxepine intermediates 74 by acylation with a carboxylic acid such as 2-phenylacetic acid to give 1-(4,5-dihydrobenzo[b]thieno[2,3-d]oxepin-2-yl)-2-phenylethanone intermediate 81. Bromination gives 2-bromo-1-(4,5-dihydrobenzo[b]thieno[2,3-d]oxepin-2-yl)-2-phenylethanone intermediate 82. Cyclization with a thioamide compound gives 4-(4,5-dihydrobenzo[b]thieno[2,3-d]oxepin-2-yl)-5-phenylthiazole 83...